From a dataset of the Open Reaction Database (ORD), a public repository of structured organic reaction records. describe an organic reaction: reactants, conditions, products, and yield Run in CN(C)C=O (DMF), C(C)(=O)O (acetic acid), CN(C)C=O (DMF). Conditions: time 30 minute. The yield is 48.0%. RXN SMILES: [H-].[Na+].[OH:3][C:4]1[CH:17]=[CH:16][C:7]([CH2:8][CH:9]2[S:13][C:12](=[O:14])[NH:11][C:10]2=[O:15])=[CH:6][CH:5]=1.Cl[CH2:19][C:20]1[S:21][CH:22]=[C:23]([C:25]2[CH:30]=[CH:29][CH:28]=[CH:27][CH:26]=2)[N:24]=1.O>CN(C=O)C.C(O)(=O)C>[C:25]1([C:23]2[N:24]=[C:20]([CH2:19][O:3][C:4]3[CH:17]=[CH:16][C:7]([CH2:8][CH:9]4[S:13][C:12](=[O:14])[NH:11][C:10]4=[O:15])=[CH:6][CH:5]=3)[S:21][CH:22]=2)[CH:26]=[CH:27][CH:28]=[CH:29][CH:30]=1 |f:0.1|. Reported procedure: Sodium hydride (60% in oil, 1.2 g) was added to a solution of 5-(4-hydroxybenzyl)-2,4-thiazolidinedione (3.4 g) in DMF (30 ml), and the mixture was stirred at room temperature for 30 minutes, followed by dropwise addition of a solution of 2-chloromethyl-4-phenylthiazole (4.4 g) in DMF (20 ml) at room temperature. The mixture was stirred at room temperature for 1 hour and at 60° C. for 1 hour, poured into water, neutralized with acetic acid and extracted with ethyl acetate. The ethyl acetate laye... Yields the product C1(=CC=CC=C1)C=1N=C(SC1)COC1=CC=C(CC2C(NC(S2)=O)=O)C=C1 (5-[4-(4-phenyl-2-thiazolylmethoxy)benzyl]-2,4-thiazolidinedione). Starting materials: ClCC=1SC=C(N1)C1=CC=CC=C1 (2-chloromethyl-4-phenylthiazole), O (water), [H-].[Na+] (Sodium hydride), OC1=CC=C(CC2C(NC(S2)=O)=O)C=C1 (5-(4-hydroxybenzyl)-2,4-thiazolidinedione). The reactants are O[C@@](CC(=O)O)(C(C)C)CCC1=CC=C(C=C1)O ((S)-3-hydroxy-3-[2-(4-hydroxy-phenyl)-ethyl]-4-methyl-pentanoic acid), C1CCOC1 (THF), C1=CN(C=N1)C(=O)N2C=CN=C2 (CDI), bis[3-ethoxy-3-oxopropanoato(1-)-O,O']-magnesate. Conditions: time 8 hour. Yields the product OC1=CC(O[C@@](C1)(C(C)C)CCC1=CC=C(C=C1)O)=O ((S)-4-Hydroxy-6-[2-(4-hydroxy-phenyl)-ethyl]-6-isopropyl-5,6-dihydro-pyran-2-one). Reaction SMILES: [OH:1][C@:2]([CH2:10][CH2:11][C:12]1[CH:17]=[CH:16][C:15]([OH:18])=[CH:14][CH:13]=1)([CH:7]([CH3:9])[CH3:8])[CH2:3][C:4]([OH:6])=O.C1N=CN(C(N2C=NC=C2)=O)C=1.C1C[O:34][CH2:33][CH2:32]1>>[OH:6][C:4]1[CH2:3][C@@:2]([CH2:10][CH2:11][C:12]2[CH:17]=[CH:16][C:15]([OH:18])=[CH:14][CH:13]=2)([CH:7]([CH3:9])[CH3:8])[O:1][C:33](=[O:34])[CH:32]=1. Procedure: The title compound was prepared using (S)-3-hydroxy-3-[2-(4-hydroxy-phenyl)-ethyl]-4-methyl-pentanoic acid (0.45 g, 1.78 mmol) from Example UUUU, THF (10 mL), and CDI (0.58 g, 3.58 mmol). The reaction was stirred overnight at room temperature then added to bis[3-ethoxy-3-oxopropanoato(1-)-O,O']-magnesate (1.5 g, 5.2 mmol) from Example VVVV and the reaction stirred for 3 days at room temperature. The reaction was concentrated and the residue partitioned between ethyl acetate and 1N HCl. The organ... Reactants: NC(C(=O)N)C1=C(C=C(C=C1)F)F (2-amino-2-(2,4-difluorophenyl)acetamide), Cl (hydrochloric acid), C([O-])([O-])=O.[Na+].[Na+] (sodium carbonate), BrC(C(=O)C(F)(F)F)Br (1,1-dibromo-3,3,3-trifluoroacetone). Run in O (water), O (water). Conditions: time 30 minute. Yields the product desired compound, FC1=C(C=CC(=C1)F)C=1C(NC(=CN1)C(F)(F)F)=O (3-(2,4-difluorophenyl)-6-trifluoromethyl-2-oxo-1,2-dihydropyrazine). Reaction SMILES: C(=O)([O-])[O-].[Na+].[Na+].Br[CH:8](Br)[C:9]([C:11]([F:14])([F:13])[F:12])=O.[NH2:16][CH:17]([C:21]1[CH:26]=[CH:25][C:24]([F:27])=[CH:23][C:22]=1[F:28])[C:18]([NH2:20])=[O:19].Cl>O>[F:28][C:22]1[CH:23]=[C:24]([F:27])[CH:25]=[CH:26][C:21]=1[C:17]1[C:18](=[O:19])[NH:20][C:9]([C:11]([F:14])([F:13])[F:12])=[CH:8][N:16]=1 |f:0.1.2|. Reported procedure: To a mixed solution of 121 g of sodium carbonate and 400 ml of water was added dropwise 77.1 g of 1,1-dibromo-3,3,3-trifluoroacetone at such a rate that the temperature of the reaction mixture became not higher than 55° C. After completion of the dropwise addition, the mixture was stirred at room temperature for 30 minutes, followed by adding 500 ml of water and then 40 g of 2-amino-2-(2,4-difluorophenyl)acetamide, and the reaction was allowed to proceed at 60° C. for 2 hours. After completion o... Starting materials: NS(=O)(=O)C=1C=CC2=C(CC(O2)(C)C)C1 (5-aminosulfonyl-2,3-dihydro-2,2-dimethylbenzofuran), BrC(C(=O)Cl)C (2-bromopropionyl chloride). The product is CC1(OC2=C(C1)C=C(C=C2)S(=O)(=O)NC(C(C)Br)=O)C (N-(2,3-dihydro-2,2-dimethylbenzofuran-5-yl)sulfonyl-2-bromopropionamide). Isolated yield 87.7%. RXN SMILES: [NH2:1][S:2]([C:5]1[CH:6]=[CH:7][C:8]2[O:12][C:11]([CH3:14])([CH3:13])[CH2:10][C:9]=2[CH:15]=1)(=[O:4])=[O:3].[Br:16][CH:17]([CH3:21])[C:18](Cl)=[O:19]>>[CH3:14][C:11]1([CH3:13])[CH2:10][C:9]2[CH:15]=[C:5]([S:2]([NH:1][C:18](=[O:19])[CH:17]([Br:16])[CH3:21])(=[O:4])=[O:3])[CH:6]=[CH:7][C:8]=2[O:12]1. Procedure: In a manner similar to Step C of Example 9, the reaction of 4.0 g (0.017 mole) of 5-aminosulfonyl-2,3-dihydro-2,2-dimethylbenzofuran with 7.0 mL (0.069 mole) of 2-bromopropionyl chloride produced 5.4 g of N-(2,3-dihydro-2,2-dimethylbenzofuran-5-yl)sulfonyl-2-bromopropionamide as a solid (mp 125°-128° C.). The reactants are C(C)(C)(C)C1=NC=C(C#N)C=C1 (6-tert-butylnicotinonitrile), C(C)(C)(C)C1=NC(=C(C#N)C=C1)C (6-tert-butyl-2-methylnicotinonitrile), C(C)(C)(C)C1=NC(=C(C#N)C=C1)C (6-tert-butyl-2-methylnicotinonitrile), C[Mg+].[Br-] (MeMgBr), C1(=CC=CC=C1)C.C1CCOC1 (toluene THF), [BH4-].[Na+] (NaBH4). Yields the product C(C)(C)(C)C1=CC=C(C(=N1)C)C(C)N ([1-(6-tert-butyl-2-methylpyridin-3-yl)ethyl]amine). As a reaction SMILES: [C:1](C1C=CC(C#N)=CN=1)(C)(C)C.[C:13]([C:17]1[CH:24]=[CH:23][C:20]([C:21]#[N:22])=[C:19]([CH3:25])[N:18]=1)([CH3:16])([CH3:15])[CH3:14].C[Mg+].[Br-].C1(C)C=CC=CC=1.C1COCC1.[BH4-].[Na+]>>[C:13]([C:17]1[N:18]=[C:19]([CH3:25])[C:20]([CH:21]([NH2:22])[CH3:1])=[CH:23][CH:24]=1)([CH3:16])([CH3:15])[CH3:14] |f:2.3,4.5,6.7|. Procedure details: The title compound was synthesized according to the procedure described for the synthesis of 6-tert-butylnicotinonitrile starting from 6-tert-butyl-2-methylnicotinonitrile (intermediate 31) (100 mg, 0.57 mmol), used crude from the above described description; MeMgBr 1.4 M 75/25 toluene/THF (1.4 ml, 1.4 mmol) and NaBH4 (55 mg, 1.4 mmol). Purified by normal phase chromatography with 20% MeOH/CH2Cl2. (Yield 31.5 mg, 29%). 1H NMR (400 MHz, CHLOROFORM-D) δ ppm 1.34 (s, 9 H), 1.36 (d, J=6.64 Hz, 3 H),... Reactants: CC(C)(C)[Si](C)(C)OCc1cc(C#N)co1, CCO, NO, O. Product: CC(C)(C)[Si](C)(C)OCc1cc(C(N)=NO)co1. RXN SMILES: [C:1]([CH3:2])([CH3:3])([CH3:4])[Si:5]([O:6][CH2:7][c:8]1[cH:9][c:10]([C:13]#[N:14])[cH:11][o:12]1)([CH3:15])[CH3:16].[CH3:20][CH2:21][OH:22].[NH2:17][OH:18].[OH2:19]>>[C:1]([CH3:2])([CH3:3])([CH3:4])[Si:5]([O:6][CH2:7][c:8]1[cH:9][c:10]([C:13]([NH2:14])=[N:17][OH:18])[cH:11][o:12]1)([CH3:15])[CH3:16]. RXN SMILES: [C:30].[CH2:1]([O:2][C:3](=[O:4])[NH:11][C:12]12[CH2:13][CH2:14][C:15]([C:20](=[O:21])[O:22][CH2:23][CH3:24])([CH2:16][CH2:17]1)[CH2:18][CH2:19]2)[c:5]1[cH:6][cH:7][cH:8][cH:9][cH:10]1.[CH3:27][CH2:28][OH:29].[H:25][H:26].[Pd:31]>>[NH2:11][C:12]12[CH2:13][CH2:14][C:15]([C:20](=[O:21])[O:22][CH2:23][CH3:24])([CH2:16][CH2:17]1)[CH2:18][CH2:19]2. The reactants are C, CCOC(=O)C12CCC(NC(=O)OCc3ccccc3)(CC1)CC2, CCO, [H][H], [Pd]. Yields the product CCOC(=O)C12CCC(N)(CC1)CC2. As a reaction SMILES: [CH2:17]([CH:18]([CH3:19])[SH:20])[SH:21].[OH:1][CH:2]([CH2:3][CH2:4][CH2:5][CH2:6][CH2:7][CH3:8])[C:9]([CH2:10][CH2:11][CH2:12][CH2:13][CH2:14][CH3:15])=[O:16].[c:22]1([CH3:23])[cH:24][cH:25][c:26]([S:27]([OH:28])(=[O:29])=[O:30])[cH:31][cH:32]1>>[C:2]1([CH2:3][CH2:4][CH2:5][CH2:6][CH2:7][CH3:8])=[C:9]([CH2:10][CH2:11][CH2:12][CH2:13][CH2:14][CH3:15])[S:20][CH:18]([CH3:19])[CH2:17][S:21]1. Yields the product CCCCCCC1=C(CCCCCC)SC(C)CS1. Reactants: CC(S)CS, CCCCCCC(=O)C(O)CCCCCC, Cc1ccc(S(=O)(=O)O)cc1.